From a dataset of the Open Reaction Database (ORD), a public repository of structured organic reaction records. describe an organic reaction: reactants, conditions, products, and yield Starting materials: ClC=1C(=NOC1NS(=O)(=O)C1=CSC2=NC=CC=C21)C (N-(4-chloro-3-methyl-5-isoxazolyl)thieno[2,3-b]-pyridine -3-sulfonamide), CCN(C(C)C)C(C)C (DIEA), C(OCCOC)Cl (MEM-Cl). Solvent: CCOC(=O)C (EtOAc). Reaction conditions: time 3 hour. Product: ClC=1C(=NOC1N(S(=O)(=O)C1=CSC2=NC=CC=C21)COCCOC)C (N-(4-chloro-3-methyl-5-isoxazolyl)-N-(methoxyethoxymethyl)-thieno [2,3-b]pyridine-3-sulfonamide). As a reaction SMILES: [Cl:1][C:2]1[C:3]([CH3:20])=[N:4][O:5][C:6]=1[NH:7][S:8]([C:11]1[C:19]2[C:14](=[N:15][CH:16]=[CH:17][CH:18]=2)[S:13][CH:12]=1)(=[O:10])=[O:9].CCN(C(C)C)C(C)C.[CH2:30](Cl)[O:31][CH2:32][CH2:33][O:34][CH3:35]>CCOC(C)=O>[Cl:1][C:2]1[C:3]([CH3:20])=[N:4][O:5][C:6]=1[N:7]([CH2:30][O:31][CH2:32][CH2:33][O:34][CH3:35])[S:8]([C:11]1[C:19]2[C:14](=[N:15][CH:16]=[CH:17][CH:18]=2)[S:13][CH:12]=1)(=[O:9])=[O:10]. Procedure details: To a solution of N-(4-chloro-3-methyl-5-isoxazolyl)thieno[2,3-b]-pyridine -3-sulfonamide (0.76 g, 2.3 mmoles) (see Example 3), DIEA (0.6 ml, 35 mmoles) and EtOAc (100 ml) was added MEM-Cl (0.3 ml, 2.5 mmoles). The orange-brown solution was stirred 3 hours at ambient temperature, then washed with saturated NaHCO3 (200 ml). The organic layer was dried (MgSO4), filtered and concentrated to collect 0.92 g (95%) of the title compound as a brown solid. Starting materials: CO, COC(=O)CCC(=O)c1ccc(F)cc1. Product: COC(=O)CCCc1ccc(F)cc1. As a reaction SMILES: [CH3:16][OH:17].[F:1][c:2]1[cH:3][cH:4][c:5]([C:8]([CH2:9][CH2:10][C:11](=[O:12])[O:13][CH3:14])=[O:15])[cH:6][cH:7]1>>[F:1][c:2]1[cH:3][cH:4][c:5]([CH2:8][CH2:9][CH2:10][C:11](=[O:12])[O:13][CH3:14])[cH:6][cH:7]1. Run at time 1.5 day. RXN SMILES: Br[C:2]1[CH:7]=[CH:6][C:5]([N+:8]([O-:10])=[O:9])=[C:4]([CH3:11])[N:3]=1.[NH:12]1[CH:16]=[N:15][CH:14]=[N:13]1.C(=O)([O-])[O-].[K+].[K+].O>CS(C)=O>[CH3:11][C:4]1[C:5]([N+:8]([O-:10])=[O:9])=[CH:6][CH:7]=[C:2]([N:12]2[CH:16]=[N:15][CH:14]=[N:13]2)[N:3]=1 |f:2.3.4|. Reported procedure: A mixture of 2-bromo-6-methyl-5-nitropyridine (ECA International Corporation, Palatine, Ill., USA; 2 g, 9.2 mmol), 1,2,4-triazole (Aldrich Chemical Company, Inc., Milwaukee, Wis., USA 0.64 g, 9.2 mmol) and potassium carbonate (1.27 g, 9.2 mmol) in dimethylsulfoxide (4 mL) was stirred at room temperature for 1.5 days and then poured into a mixture of ice and water (400 mL). The resulting mixture was stirred until all of the ice melted to give a dark purple slurry. The solid was filtered off to gi... Yields the product CC1=NC(=CC=C1[N+](=O)[O-])N1N=CN=C1 (2-methyl-3-nitro-6-[1,2,4]triazol-1-yl-pyridine). Yield: 71.0%. Starting materials: O (water), BrC1=NC(=C(C=C1)[N+](=O)[O-])C (2-bromo-6-methyl-5-nitropyridine), N1N=CN=C1 (1,2,4-triazole), C([O-])([O-])=O.[K+].[K+] (potassium carbonate), ice. Solvent: CS(=O)C (dimethylsulfoxide). Reaction SMILES: [Cl:1][C:2]1[CH:20]=[CH:19][C:5]([CH:6]=[CH:7][C:8]([NH:10][CH:11]2[CH2:18][CH2:17][CH2:16]NC(=O)[CH2:12]2)=O)=[CH:4][CH:3]=1.P12(SP3(SP(SP(S3)(S1)=S)(=S)S2)=S)=[S:22].C(=O)([O-])O.[Na+].[N:40]1[CH:45]=CC=CC=1>>[Cl:1][C:2]1[CH:3]=[CH:4][C:5]([CH:6]=[CH:7][C:8]2[S:22][C:12]3[NH:40][CH2:45][CH2:16][CH2:17][CH2:18][C:11]=3[N:10]=2)=[CH:19][CH:20]=1 |f:2.3|. Reactants: ClC1=CC=C(C=CC(=O)NC2CC(=O)NCCC2)C=C1 (3-(4-Chlorocinnamoyl)amino-ε-caprolactam), P12(=S)SP3(=S)SP(=S)(S1)SP(=S)(S2)S3 (phosphorus pentasulfide), N1=CC=CC=C1 (pyridine), C(O)([O-])=O.[Na+] (sodium hydrogen carbonate). Product: ClC1=CC=C(C=CC=2SC=3NCCCCC3N2)C=C1 (2-(4-Chlorostyryl)-5,6,7,8-tetrahydro-4H-thiazolo[5,4-b]-azepine). Reported procedure: 3-(4-Chlorocinnamoyl)amino-ε-caprolactam (11.0 g) and phosphorus pentasulfide (8.37 g) were added to 500 ml of pyridine, and the whole was refluxed for 1.5 hrs. After cooling, the reaction mixture was added to a sodium hydrogen carbonate solution and extracted with chloroform. The extract was washed with water, dried and the solvent was distilled off under reduced pressure. The residue was purified by a column chromatography on silica gel, and recrystallized from cyclohexane to give the title co... Reported procedure: prepared by reaction of [2-Amino-5-(3-fluoro-phenyl)-thiazol-4-yl]-((1S,2S,5R)-2-aminomethyl-3-aza-bicyclo[3.1.0]hex-3-yl)-methanone with 1H-Indazole-3-carboxylic acid. LC-MS (basic): tR=0.77 min; [M+H]+=477.3. The product is NC=1SC(=C(N1)C(=O)N1[C@@H]([C@H]2C[C@H]2C1)CNC(=O)C1=NNC2=CC=CC=C12)C1=CC(=CC=C1)F (1H-Indazole-3-carboxylic Acid{(1S,2S,5R)-3-[2-amino-5-(3-fluoro-phenyl)-thiazole-4-carbonyl]-3-aza-bicyclo[3.1.0]hex-2-ylmethyl}-amide). RXN SMILES: [NH2:1][C:2]1[S:3][C:4]([C:17]2[CH:22]=[CH:21][CH:20]=[C:19]([F:23])[CH:18]=2)=[C:5]([C:7]([N:9]2[CH2:14][C@H:13]3[C@H:11]([CH2:12]3)[C@H:10]2[CH2:15][NH2:16])=[O:8])[N:6]=1.[NH:24]1[C:32]2[C:27](=[CH:28][CH:29]=[CH:30][CH:31]=2)[C:26]([C:33](O)=[O:34])=[N:25]1>>[NH2:1][C:2]1[S:3][C:4]([C:17]2[CH:22]=[CH:21][CH:20]=[C:19]([F:23])[CH:18]=2)=[C:5]([C:7]([N:9]2[CH2:14][C@H:13]3[C@H:11]([CH2:12]3)[C@H:10]2[CH2:15][NH:16][C:33]([C:26]2[C:27]3[C:32](=[CH:31][CH:30]=[CH:29][CH:28]=3)[NH:24][N:25]=2)=[O:34])=[O:8])[N:6]=1. The reactants are NC=1SC(=C(N1)C(=O)N1[C@@H]([C@H]2C[C@H]2C1)CN)C1=CC(=CC=C1)F ([2-Amino-5-(3-fluoro-phenyl)-thiazol-4-yl]-((1S,2S,5R)-2-aminomethyl-3-aza-bicyclo[3.1.0]hex-3-yl)-methanone), N1N=C(C2=CC=CC=C12)C(=O)O (1H-Indazole-3-carboxylic acid). Reactants: C1(CCCC1)N1[C@@H](C(N(C=2C=NC(=NC12)NC=1C=CC(=C2CCOC21)C(=O)O)C)=O)CC (7-[[(7R)-8-cyclopentyl-7-ethyl-5-methyl-6-oxo-7H-pteridin-2-yl]amino]-2,3-dihydrobenzofuran-4-carboxylic acid), C1(CC1)CN1CCN(CC1)[C@@H]1CC[C@H](CC1)N ((trans)-4-[4-(cyclopropylmethyl)piperazin-1-yl]cyclohexanamine), F[B-](F)(F)F.N1(N=NC2=C1C=CC=C2)OC(=[N+](C)C)N(C)C (O-(benzotriazol-1-yl)-N,N,N′,N′-tetra methyluronium tetrafluoroborate), C(C)(C)N(CC)C(C)C (diisopropylethylamine), C([O-])(O)=O.[Na+] (sodium bicarbonate). The solvent is ClCCl (dichloromethane). Conditions: time 2 hour. Yields the product C1(CCCC1)N1[C@@H](C(N(C=2C=NC(=NC12)NC=1C=CC(=C2CCOC21)C(=O)N[C@@H]2CC[C@H](CC2)N2CCN(CC2)CC2CC2)C)=O)CC (7-[[(7R)-8-cyclopentyl-7-ethyl-5-methyl-6-oxo-7H-pteridin-2-yl]amino]-N-[(trans)-4-[4-(cyclopropylmethyl)piperazin-1-yl]cyclohexyl]-2,3-dihydrobenzofuran-4-carboxamide). The yield is 22.0%. Reaction SMILES: [CH:1]1([N:6]2[C:15]3[N:14]=[C:13]([NH:16][C:17]4[CH:18]=[CH:19][C:20]([C:26]([OH:28])=O)=[C:21]5[C:25]=4[O:24][CH2:23][CH2:22]5)[N:12]=[CH:11][C:10]=3[N:9]([CH3:29])[C:8](=[O:30])[C@H:7]2[CH2:31][CH3:32])[CH2:5][CH2:4][CH2:3][CH2:2]1.[CH:33]1([CH2:36][N:37]2[CH2:42][CH2:41][N:40]([C@H:43]3[CH2:48][CH2:47][C@H:46]([NH2:49])[CH2:45][CH2:44]3)[CH2:39][CH2:38]2)[CH2:35][CH2:34]1.F[B-](F)(F)F.N1(OC(N(C)C)=[N+](C)C)C2C=CC=CC=2N=N1.C(N(C(C)C)CC)(C)C.C(=O)(O)[O-].[Na+]>ClCCl>[CH:1]1([N:6]2[C:15]3[N:14]=[C:13]([NH:16][C:17]4[CH:18]=[CH:19][C:20]([C:26]([NH:49][C@H:46]5[CH2:45][CH2:44][C@H:43]([N:40]6[CH2:39][CH2:38][N:37]([CH2:36][CH:33]7[CH2:34][CH2:35]7)[CH2:42][CH2:41]6)[CH2:48][CH2:47]5)=[O:28])=[C:21]5[C:25]=4[O:24][CH2:23][CH2:22]5)[N:12]=[CH:11][C:10]=3[N:9]([CH3:29])[C:8](=[O:30])[C@H:7]2[CH2:31][CH3:32])[CH2:5][CH2:4][CH2:3][CH2:2]1 |f:2.3,5.6|. Reported procedure: 7-[[(7R)-8-Cyclopentyl-7-ethyl-5-methyl-6-oxo-7H-pteridin-2-yl]amino]-2,3-dihydrobenzofuran-4-carboxylic acid 1q (140 mg, 0.346 mmol), (trans)-4-[4-(cyclopropylmethyl)piperazin-1-yl]cyclohexanamine 16b (76 mg, 0.35 mmol), O-(benzotriazol-1-yl)-N,N,N′,N′-tetra methyluronium tetrafluoroborate (102 mg, 0.32 mmol) and diisopropylethylamine (103 mg, 0.80 mmol) were dissolved in 25 mL of dichloromethane. The reaction solution was stirred for 2 hours. The resulting solution was added dropwise with satu... The reactants are C(C)(C)N (isopropylamine), S1N=CC2=C1C=CC=C2OCC(CCl)O (1-(1,2-benzisothiazol-4-yloxy)-3-chloro-propan-2-ol). The product is Cl.OC(COC1=CC=CC2=C1C=NS2)CNC(C)C (4-(2-hydroxy-3-isopropylamino-propoxy)-1,2-benzisothiazole hydrochloride). As a reaction SMILES: [CH:1]([NH2:4])([CH3:3])[CH3:2].[S:5]1[C:9]2[CH:10]=[CH:11][CH:12]=[C:13]([O:14][CH2:15][CH:16]([OH:19])[CH2:17][Cl:18])[C:8]=2[CH:7]=[N:6]1>>[ClH:18].[OH:19][CH:16]([CH2:17][NH:4][CH:1]([CH3:3])[CH3:2])[CH2:15][O:14][C:13]1[C:8]2[CH:7]=[N:6][S:5][C:9]=2[CH:10]=[CH:11][CH:12]=1 |f:2.3|. Reported procedure: Using isopropylamine and 1-(1,2-benzisothiazol-4-yloxy)-3-chloro-propan-2-ol as the starting materials, 4-(2-hydroxy-3-isopropylamino-propoxy)-1,2-benzisothiazole hydrochloride is obtained by the method described in Example 6. The compound is identical with that obtained as described in Example 1.